From a dataset of the Open Reaction Database (ORD), a public repository of structured organic reaction records. describe an organic reaction: reactants, conditions, products, and yield Reactants: ClCC1=CC=C(C=C1)NC(=O)C=1CCOC2=C(C1)C=C(C=C2)C2=CC=C(C=C2)C (N-(4-chloromethylphenyl)-7-(4-methylphenyl)-2,3-dihydro-1-benzoxepine-4-carboxamide), NC1(CCCCC1)C (amino-methylcyclohexane), C([O-])([O-])=O.[K+].[K+] (potassium carbonate), CN(C=O)C (dimethylformamide). Conditions: time 8 hour. Yields the product C1(CCCCC1)CNCC1=CC=C(C=C1)NC(=O)C=1CCOC2=C(C1)C=C(C=C2)C2=CC=C(C=C2)C (N-(4-((cyclohexylmethyl)aminomethyl)-phenyl)-7-(4-methyl-phenyl)-2,3-dihydro-1-benzoxepine-4-carboxamide). Reaction SMILES: Cl[CH2:2][C:3]1[CH:8]=[CH:7][C:6]([NH:9][C:10]([C:12]2[CH2:13][CH2:14][O:15][C:16]3[CH:22]=[CH:21][C:20]([C:23]4[CH:28]=[CH:27][C:26]([CH3:29])=[CH:25][CH:24]=4)=[CH:19][C:17]=3[CH:18]=2)=[O:11])=[CH:5][CH:4]=1.N[C:31]1([CH3:37])[CH2:36][CH2:35][CH2:34][CH2:33][CH2:32]1.C(=O)([O-])[O-].[K+].[K+].C[N:45](C)C=O>>[CH:31]1([CH2:37][NH:45][CH2:2][C:3]2[CH:8]=[CH:7][C:6]([NH:9][C:10]([C:12]3[CH2:13][CH2:14][O:15][C:16]4[CH:22]=[CH:21][C:20]([C:23]5[CH:28]=[CH:27][C:26]([CH3:29])=[CH:25][CH:24]=5)=[CH:19][C:17]=4[CH:18]=3)=[O:11])=[CH:5][CH:4]=2)[CH2:36][CH2:35][CH2:34][CH2:33][CH2:32]1 |f:2.3.4|. Reported procedure: A suspension of N-(4-chloromethylphenyl)-7-(4-methylphenyl)-2,3-dihydro-1-benzoxepine-4-carboxamide (0.1g), amino-methylcyclohexane (0.05g) and potassium carbonate (0.1g) in dimethylformamide (10ml) was stirred at room temperature overnight. The solvent was evaporated, and to the residue was added water. The mixture was extracted with ethyl acetate. The organic layer was washed with water and saturated sodium chloride solution, and dried with anhydrous magnesium sulfate. Under reduced pressure, ... The reactants are CC(C)CC(C(=O)O)C(CCCc1ccccc1)C(=O)OC(C)(C)C, CC(C)CNN, Cc1ccc(S(=O)(=O)O)cc1, Cc1ccc(S(=O)(=O)O)cc1. Yields the product CC(C)CNNC(=O)C(CC(C)C)C(CCCc1ccccc1)C(=O)OC(C)(C)C. As a reaction SMILES: [C:1]([CH3:2])([CH3:3])([CH3:4])[O:5][C:6](=[O:7])[CH:8]([CH2:9][CH2:10][CH2:11][c:12]1[cH:13][cH:14][cH:15][cH:16][cH:17]1)[CH:18]([C:19](=[O:20])[OH:21])[CH2:22][CH:23]([CH3:24])[CH3:25].[CH2:48]([CH:49]([CH3:50])[CH3:51])[NH:52][NH2:53].[OH:26][S:27]([c:28]1[cH:29][cH:30][c:31]([CH3:32])[cH:33][cH:34]1)(=[O:35])=[O:36].[OH:37][S:38]([c:39]1[cH:40][cH:41][c:42]([CH3:43])[cH:44][cH:45]1)(=[O:46])=[O:47]>>[C:1]([CH3:2])([CH3:3])([CH3:4])[O:5][C:6](=[O:7])[CH:8]([CH2:9][CH2:10][CH2:11][c:12]1[cH:13][cH:14][cH:15][cH:16][cH:17]1)[CH:18]([C:19](=[O:20])[NH:53][NH:52][CH2:48][CH:49]([CH3:50])[CH3:51])[CH2:22][CH:23]([CH3:24])[CH3:25]. Starting materials: FC(C(=O)NNC1=NC=C(C=C1)I)(F)F (2,2,2-Trifluoro-N′-(5-iodopyridin-2-yl)acetohydrazide), [OH-].[NH4+] (ammonium hydroxide). Run in OP(=O)(O)O (superphosphoric acid). Run at temperature 140 celsius. The product is IC=1C=CC=2N(C1)C(=NN2)C(F)(F)F (6-Iodo-3-(trifluoromethyl)[1,2,4]triazolo[4,3-α]pyridine). As a reaction SMILES: [F:1][C:2]([F:15])([F:14])[C:3]([NH:5][NH:6][C:7]1[CH:12]=[CH:11][C:10]([I:13])=[CH:9][N:8]=1)=O.[OH-].[NH4+]>OP(O)(O)=O>[I:13][C:10]1[CH:11]=[CH:12][C:7]2[N:8]([C:3]([C:2]([F:15])([F:14])[F:1])=[N:5][N:6]=2)[CH:9]=1 |f:1.2|. Procedure: The product (145 mg, 0.438 mmol) from Step A was suspended in superphosphoric acid (5 mL), and the mixture was heated at 140° C. for 6 h. The mixture was allowed to cool to room temperature, poured into ice, and neutralized with concentrated aqueous ammonium hydroxide solution. The mixture was extracted several times with ethyl acetate, and the combined extracts were washed with saturated aqueous brine, dried (magnesium sulfate), and concentrated under reduced pressure. The resultant residue was... Reactants: C(C)OC(=O)C1(CCNCC1)CCOC (4-(2-methoxy-ethyl)-piperidine-4-carboxylic acid ethyl ester), FC1=CC(=C(C=C1)S(=O)(=O)Cl)C(F)(F)F (4-fluoro-2-trifluoromethyl-benzenesulfonyl chloride), C1(CC1)C1=CC=C(N)C=C1 (4-cyclopropyl-aniline). Yields the product C1(CC1)C1=CC=C(C=C1)N1C(C2(CC1)CCN(CC2)S(=O)(=O)C2=C(C=C(C=C2)F)C(F)(F)F)=O (2-(4-Cyclopropyl-phenyl)-8-(4-fluoro-2-trifluoromethyl-benzenesulfonyl)-2,8-diaza-spiro[4.5]decan-1-one). RXN SMILES: C(O[C:4]([C:6]1([CH2:12][CH2:13]OC)[CH2:11][CH2:10][NH:9][CH2:8][CH2:7]1)=[O:5])C.[F:16][C:17]1[CH:22]=[CH:21][C:20]([S:23](Cl)(=[O:25])=[O:24])=[C:19]([C:27]([F:30])([F:29])[F:28])[CH:18]=1.[CH:31]1([C:34]2[CH:40]=[CH:39][C:37]([NH2:38])=[CH:36][CH:35]=2)[CH2:33][CH2:32]1>>[CH:31]1([C:34]2[CH:40]=[CH:39][C:37]([N:38]3[CH2:13][CH2:12][C:6]4([CH2:7][CH2:8][N:9]([S:23]([C:20]5[CH:21]=[CH:22][C:17]([F:16])=[CH:18][C:19]=5[C:27]([F:30])([F:29])[F:28])(=[O:25])=[O:24])[CH2:10][CH2:11]4)[C:4]3=[O:5])=[CH:36][CH:35]=2)[CH2:33][CH2:32]1. Procedure: Light brown solid. MS (ESI): 497.15 (MH+). This example was prepared in analogy to example 1 step C) to D) from 4-(2-methoxy-ethyl)-piperidine-4-carboxylic acid ethyl ester (example 1 step B)), 4-fluoro-2-trifluoromethyl-benzenesulfonyl chloride and 4-cyclopropyl-aniline. The reactants are COc1cc(B2OC(C)(C)C(C)(C)O2)ccc1NC(=O)OCc1ccccc1, COCCOC, CC(C)(C)OC(=O)N1CCC(O)(Cn2nc(I)c3c(N)ncnc32)CC1, [Na+], [Na+], O=C([O-])[O-], O, c1ccc(P(c2ccccc2)(c2ccccc2)[Pd](P(c2ccccc2)(c2ccccc2)c2ccccc2)(P(c2ccccc2)(c2ccccc2)c2ccccc2)P(c2ccccc2)(c2ccccc2)c2ccccc2)cc1. Yields the product COc1cc(-c2nn(CC3(O)CCN(C(=O)OC(C)(C)C)CC3)c3ncnc(N)c23)ccc1NC(=O)OCc1ccccc1. As a reaction SMILES: [CH3:27][O:28][c:29]1[c:30]([NH:44][C:45]([O:46][CH2:47][c:48]2[cH:49][cH:50][cH:51][cH:52][cH:53]2)=[O:54])[cH:31][cH:32][c:33]([B:35]2[O:36][C:37]([CH3:38])([CH3:39])[C:40]([CH3:41])([CH3:42])[O:43]2)[cH:34]1.[CH3:61][O:62][CH2:63][CH2:64][O:65][CH3:66].[NH2:1][c:2]1[c:3]2[c:4]([n:5][cH:6][n:7]1)[n:8]([CH2:12][C:13]1([OH:26])[CH2:14][CH2:15][N:16]([C:19](=[O:20])[O:21][C:22]([CH3:23])([CH3:24])[CH3:25])[CH2:17][CH2:18]1)[n:9][c:10]2[I:11].[Na+:55].[Na+:56].[O-:57][C:58](=[O:59])[O-:60].[OH2:67].[cH:68]1[cH:69][cH:70][c:71]([P:72]([Pd:73]([P:74]([c:75]2[cH:76][cH:77][cH:78][cH:79][cH:80]2)([c:81]2[cH:82][cH:83][cH:84][cH:85][cH:86]2)[c:87]2[cH:88][cH:89][cH:90][cH:91][cH:92]2)([P:93]([c:94]2[cH:95][cH:96][cH:97][cH:98][cH:99]2)([c:100]2[cH:101][cH:102][cH:103][cH:104][cH:105]2)[c:106]2[cH:107][cH:108][cH:109][cH:110][cH:111]2)[P:112]([c:113]2[cH:114][cH:115][cH:116][cH:117][cH:118]2)([c:119]2[cH:120][cH:121][cH:122][cH:123][cH:124]2)[c:125]2[cH:126][cH:127][cH:128][cH:129][cH:130]2)([c:131]2[cH:132][cH:133][cH:134][cH:135][cH:136]2)[c:137]2[cH:138][cH:139][cH:140][cH:141][cH:142]2)[cH:143][cH:144]1>>[NH2:1][c:2]1[c:3]2[c:4]([n:5][cH:6][n:7]1)[n:8]([CH2:12][C:13]1([OH:26])[CH2:14][CH2:15][N:16]([C:19](=[O:20])[O:21][C:22]([CH3:23])([CH3:24])[CH3:25])[CH2:17][CH2:18]1)[n:9][c:10]2-[c:33]1[cH:32][cH:31][c:30]([NH:44][C:45]([O:46][CH2:47][c:48]2[cH:49][cH:50][cH:51][cH:52][cH:53]2)=[O:54])[c:29]([O:28][CH3:27])[cH:34]1. Reactants: ClC=1C2=C(N=C(N1)N)N(C=C2I)CC2=NC=C(C(=C2C)OC)C (4-chloro-5-iodo-7-((4-methoxy-3,5-dimethylpyridin-2-yl)methyl)-7H-pyrrolo [2,3-d]pyrimidin-2-amine), CN1CCN(CC1)CCCC#C (1-methyl-4-(pent-4-ynyl)piperazine). Product: ClC=1C2=C(N=C(N1)N)N(C=C2C#CCCCN2CCN(CC2)C)CC2=NC=C(C(=C2C)OC)C (4-chloro-7-((4-methoxy-3,5-dimethylpyridin-2-yl)methyl)-5-(5-(4-methylpiperazin-1-yl)pent -1-ynyl)-7H-pyrrolo[2,3-d]pyrimidin-2-amine). RXN SMILES: [Cl:1][C:2]1[C:3]2[C:11](I)=[CH:10][N:9]([CH2:13][C:14]3[C:19]([CH3:20])=[C:18]([O:21][CH3:22])[C:17]([CH3:23])=[CH:16][N:15]=3)[C:4]=2[N:5]=[C:6]([NH2:8])[N:7]=1.[CH3:24][N:25]1[CH2:30][CH2:29][N:28]([CH2:31][CH2:32][CH2:33][C:34]#[CH:35])[CH2:27][CH2:26]1>>[Cl:1][C:2]1[C:3]2[C:11]([C:35]#[C:34][CH2:33][CH2:32][CH2:31][N:28]3[CH2:27][CH2:26][N:25]([CH3:24])[CH2:30][CH2:29]3)=[CH:10][N:9]([CH2:13][C:14]3[C:19]([CH3:20])=[C:18]([O:21][CH3:22])[C:17]([CH3:23])=[CH:16][N:15]=3)[C:4]=2[N:5]=[C:6]([NH2:8])[N:7]=1. Procedure details: Sonogashira coupling of 4-chloro-5-iodo-7-((4-methoxy-3,5-dimethylpyridin-2-yl)methyl)-7H-pyrrolo [2,3-d]pyrimidin-2-amine with 1-methyl-4-(pent-4-ynyl)piperazine, according to the general procedure A gave the title compound, as a solid. Mp=160.1-162.3° C. HPLC Rt=4.08 min. The reactants are Cl.C(C)(C)(C)C1=CC(=C(C=N1)C=1N([C@]([C@](N1)(C)C1=CC=C(C=C1)Cl)(C)C1=CC=C(C=C1)Cl)C(=O)N1CCN(CC1)CC(=O)O)OCC ({4-[(4S,5R)-2-(6-tert-Butyl-4-ethoxy-pyridin-3-yl)-4,5-bis-(4-chloro-phenyl)-4,5-dimethyl-4,5-dihydro-imidazole-1-carbonyl]-piperazin-1-yl}-acetic acid hydrochloride), CC1=NC(=CC=C1N)C (2,6-dimethyl-pyridin-3-ylamine). Yields the product C(C)(C)(C)C1=CC(=C(C=N1)C=1N([C@]([C@](N1)(C)C1=CC=C(C=C1)Cl)(C)C1=CC=C(C=C1)Cl)C(=O)N1CCN(CC1)CC(=O)NC=1C(=NC(=CC1)C)C)OCC (2-{4-[(4S,5R)-2-(6-tert-Butyl-4-ethoxy-pyridin-3-yl)-4,5-bis-(4-chloro-phenyl)-4,5-dimethyl-4,5-dihydro-imidazole-1-carbonyl]-piperazin-1-yl}-N-(2,6-dimethyl-pyridin-3-yl)-acetamide). RXN SMILES: Cl.[C:2]([C:6]1[N:11]=[CH:10][C:9]([C:12]2[N:13]([C:33]([N:35]3[CH2:40][CH2:39][N:38]([CH2:41][C:42]([OH:44])=O)[CH2:37][CH2:36]3)=[O:34])[C@@:14]([C:26]3[CH:31]=[CH:30][C:29]([Cl:32])=[CH:28][CH:27]=3)([CH3:25])[C@@:15]([C:18]3[CH:23]=[CH:22][C:21]([Cl:24])=[CH:20][CH:19]=3)([CH3:17])[N:16]=2)=[C:8]([O:45][CH2:46][CH3:47])[CH:7]=1)([CH3:5])([CH3:4])[CH3:3].[CH3:48][C:49]1[C:54]([NH2:55])=[CH:53][CH:52]=[C:51]([CH3:56])[N:50]=1>>[C:2]([C:6]1[N:11]=[CH:10][C:9]([C:12]2[N:13]([C:33]([N:35]3[CH2:36][CH2:37][N:38]([CH2:41][C:42]([NH:55][C:54]4[C:49]([CH3:48])=[N:50][C:51]([CH3:56])=[CH:52][CH:53]=4)=[O:44])[CH2:39][CH2:40]3)=[O:34])[C@@:14]([C:26]3[CH:31]=[CH:30][C:29]([Cl:32])=[CH:28][CH:27]=3)([CH3:25])[C@@:15]([C:18]3[CH:23]=[CH:22][C:21]([Cl:24])=[CH:20][CH:19]=3)([CH3:17])[N:16]=2)=[C:8]([O:45][CH2:46][CH3:47])[CH:7]=1)([CH3:3])([CH3:5])[CH3:4] |f:0.1|. Reported procedure: In a manner analogous to the method described in examples 99, {4-[(4S,5R)-2-(6-tert-butyl-4-ethoxy-pyridin-3-yl)-4,5-bis-(4-chloro-phenyl)-4,5-dimethyl-4,5-dihydro-imidazole-1-carbonyl]-piperazin-1-yl}-acetic acid hydrochloride (example 94) was coupled with 2,6-dimethyl-pyridin-3-ylamine (Alfa) to give the title compound. HR-MS (ES, m/z) calculated for C42H50Cl2N7O3 [(M+H)+] 770.3347, observed 770.3351. Starting materials: ClCCl, CC(C)CC(NC(=O)c1cc2ccccc2o1)C(=O)NC1CC(C)(C)CN(S(=O)(=O)c2ccccn2)CC1O. The product is CC(C)CC(NC(=O)c1cc2ccccc2o1)C(=O)NC1CC(C)(C)CN(S(=O)(=O)c2ccccn2)CC1=O. RXN SMILES: [Cl:40][CH2:41][Cl:42].[OH:1][CH:2]1[CH2:3][N:4]([S:31](=[O:32])(=[O:33])[c:34]2[n:35][cH:36][cH:37][cH:38][cH:39]2)[CH2:5][C:6]([CH3:29])([CH3:30])[CH2:7][CH:8]1[NH:9][C:10](=[O:11])[CH:12]([CH2:13][CH:14]([CH3:15])[CH3:16])[NH:17][C:18](=[O:19])[c:20]1[o:21][c:22]2[c:23]([cH:24]1)[cH:25][cH:26][cH:27][cH:28]2>>[O:1]=[C:2]1[CH2:3][N:4]([S:31](=[O:32])(=[O:33])[c:34]2[n:35][cH:36][cH:37][cH:38][cH:39]2)[CH2:5][C:6]([CH3:29])([CH3:30])[CH2:7][CH:8]1[NH:9][C:10](=[O:11])[CH:12]([CH2:13][CH:14]([CH3:15])[CH3:16])[NH:17][C:18](=[O:19])[c:20]1[o:21][c:22]2[c:23]([cH:24]1)[cH:25][cH:26][cH:27][cH:28]2. The reactants are [OH-].[Na+] (sodium hydroxide), C([O-])([O-])=O.[K+].[K+] (potassium carbonate), NC1=NC=CC=C1O (2-amino-3-hydroxypyridine), CC(C(=O)OCC)C(=O)C (ethyl 2-methylacetoacetate), polyphosphoric acid. Solvent: ice water, C(C)(=O)O (acetic acid). Conditions: temperature 100 celsius, time 4 hour. Yields the product OC1=CC=CN2C1=NC(=C(C2=O)C)C (9-Hydroxy-2,3-dimethyl-4H-pyrido[1,2-a]pyrimidin-4-one). The yield is 19.1%. RXN SMILES: [NH2:1][C:2]1[C:7]([OH:8])=[CH:6][CH:5]=[CH:4][N:3]=1.[CH3:9][CH:10]([C:16]([CH3:18])=O)[C:11](OCC)=[O:12].[OH-].[Na+].C(=O)([O-])[O-].[K+].[K+]>C(O)(=O)C>[OH:8][C:7]1[C:2]2=[N:1][C:16]([CH3:18])=[C:10]([CH3:9])[C:11](=[O:12])[N:3]2[CH:4]=[CH:5][CH:6]=1 |f:2.3,4.5.6|. Procedure details: A mixture of 2-amino-3-hydroxypyridine (11 g), ethyl 2-methylacetoacetate (14.4 g), polyphosphoric acid (20 ml), and acetic acid (40 ml) was heated at 100° C. with stirring for 4 hours. The reaction mixture was poured in ice-water, adjusted to pH 4 with aqueous sodium hydroxide solution and then to pH 7 with potassium carbonate. The resulting precipitate was extracted with chloroform and the extract was washed with water, dried, and concentrated to provide the title compound (3.63 g) as brown so... Starting materials: [H-].[Na+] (NaH), C(C)(=O)OCC (ethyl acetate), C(C)OC(CCCN1C(NCC1=O)=S)=O (4-(5-oxo-2-thioxo-imidazolidin-1-yl)-butyric acid ethyl ester), ClC1=CC=C(C=C1)C1=CC(=C(O1)C=O)C(=O)OCC (ethyl 5-(4-chlorophenyl)-2-formyl-3-furoate). Solvent: C1CCOC1 (THF), CCCCCC (hexane). Conditions: temperature 0 celsius, time 20 minute. The product is C(C)OC(CCCN1C(N2C(C=3C=C(OC3C=C2C1=O)C1=CC=C(C=C1)Cl)=O)=S)=O (4-[2-(4-Chloro-phenyl)-4,7-dioxo-5-thioxo-4,7-dihydro-1-oxa-4a,6-diaza-s-indacen-6-yl]-butyric acid ethyl ester). RXN SMILES: [H-].[Na+].[CH2:3]([O:5][C:6](=[O:17])[CH2:7][CH2:8][CH2:9][N:10]1[C:14](=[O:15])[CH2:13][NH:12][C:11]1=[S:16])[CH3:4].[Cl:18][C:19]1[CH:24]=[CH:23][C:22]([C:25]2[O:29][C:28]([CH:30]=O)=[C:27]([C:32](OCC)=[O:33])[CH:26]=2)=[CH:21][CH:20]=1.C(OCC)(=O)C>C1COCC1.CCCCCC>[CH2:3]([O:5][C:6](=[O:17])[CH2:7][CH2:8][CH2:9][N:10]1[C:14](=[O:15])[C:13]2[N:12]([C:32](=[O:33])[C:27]3[CH:26]=[C:25]([C:22]4[CH:23]=[CH:24][C:19]([Cl:18])=[CH:20][CH:21]=4)[O:29][C:28]=3[CH:30]=2)[C:11]1=[S:16])[CH3:4] |f:0.1|. Reported procedure: As further depicted in Scheme 40 below, NaH (88 mg of 60% oil dispersion, 53 mg, 2.2 mmol) is added in four portions over 10 minutes under a nitrogen atmosphere to a solution of 4-(5-oxo-2-thioxo-imidazolidin-1-yl)-butyric acid ethyl ester (230 mg, 1 mmol) and ethyl 5-(4-chlorophenyl)-2-formyl-3-furoate (293 mg, 1.05 mmol obtained from Maybridge Ltd.; Cat. No. SP 00067) in anhydrous THF (20 ml). After the ensuing mildly exothermic reaction is completed, the reaction mixture is refluxed for 8-10 ...